From a dataset of the Open Reaction Database (ORD), a public repository of structured organic reaction records. describe an organic reaction: reactants, conditions, products, and yield Reactants: CNCCC(O)c1ccccc1, CN1CCN(C)C1=O, Cc1ccccc1F. Yields the product CNCCC(Oc1ccccc1C)c1ccccc1. RXN SMILES: [CH3:1][NH:2][CH2:3][CH2:4][CH:5]([OH:6])[c:7]1[cH:8][cH:9][cH:10][cH:11][cH:12]1.[CH3:21][N:22]1[CH2:23][CH2:24][N:25]([CH3:26])[C:27]1=[O:28].[F:13][c:14]1[c:15]([CH3:20])[cH:16][cH:17][cH:18][cH:19]1>>[CH3:1][NH:2][CH2:3][CH2:4][CH:5]([O:6][c:14]1[c:15]([CH3:20])[cH:16][cH:17][cH:18][cH:19]1)[c:7]1[cH:8][cH:9][cH:10][cH:11][cH:12]1. Starting materials: C(C)(=O)OC(C)=O (Acetic anhydride), NC1=C(C=C(C=C1)O)F (4-amino-3-fluorophenol), O (water). Solvent: C(C)(=O)O (acetic acid). Run at time 2 hour. Product: FC1=C(C=CC(=C1)O)NC(C)=O (N-(2-Fluoro-4-hydroxyphenyl)acetamide). As a reaction SMILES: C(O[C:5](=[O:7])[CH3:6])(=O)C.[NH2:8][C:9]1[CH:14]=[CH:13][C:12]([OH:15])=[CH:11][C:10]=1[F:16].O>C(O)(=O)C>[F:16][C:10]1[CH:11]=[C:12]([OH:15])[CH:13]=[CH:14][C:9]=1[NH:8][C:5](=[O:7])[CH3:6]. Procedure details: Acetic anhydride (1.3 ml, 13.8 mmol) was added dropwise to a solution of 4-amino-3-fluorophenol (1.0 g, 7.9 mmol) in acetic acid (25 ml) at room temperature. The reaction mixture was stirred at room temperature for 2 h and water (2 ml) was added and the stirring was continued for 30 minutes at room temperature. The mixture was evaporated to dryness in vacuo. The yield of the crude product was 1.3 g (100%) and it was used without further purification. Starting materials: CC(C)C(O)c1ccccc1Br, CCOCC, ClCCl, [Na+], [OH-]. Yields the product CC(C)C(=O)c1ccccc1Br. As a reaction SMILES: [Br:1][c:2]1[c:3]([CH:8]([CH:9]([CH3:10])[CH3:11])[OH:12])[cH:4][cH:5][cH:6][cH:7]1.[CH3:18][CH2:19][O:20][CH2:21][CH3:22].[Cl:15][CH2:16][Cl:17].[Na+:14].[OH-:13]>>[Br:1][c:2]1[c:3]([C:8]([CH:9]([CH3:10])[CH3:11])=[O:12])[cH:4][cH:5][cH:6][cH:7]1. The reactants are CCc1sc(C(=O)CCc2cc(C)c(OCCO)c(C)c2)c2c1CC(C)(C)CC2, C1CCOC1, CCOCC, C, CCN(C(C)C)C(C)C, O=S(=O)(Cl)Cl. Product: CCc1sc(C(=O)CCc2cc(C)c(OCCOS(C)(=O)=O)c(C)c2)c2c1CC(C)(C)CC2. As a reaction SMILES: [CH2:1]([CH3:2])[c:3]1[c:4]2[c:5]([c:6]([C:8]([CH2:9][CH2:10][c:11]3[cH:12][c:13]([CH3:22])[c:14]([O:18][CH2:19][CH2:20][OH:21])[c:15]([CH3:17])[cH:16]3)=[O:23])[s:7]1)[CH2:24][CH2:25][C:26]([CH3:28])([CH3:29])[CH2:27]2.[CH2:45]1[O:46][CH2:47][CH2:48][CH2:49]1.[CH3:50][CH2:51][O:52][CH2:53][CH3:54].[CH4:44].[CH:30]([N:31]([CH2:32][CH3:33])[CH:34]([CH3:35])[CH3:36])([CH3:37])[CH3:38].[S:39](=[O:40])(=[O:41])([Cl:42])[Cl:43]>>[CH2:1]([CH3:2])[c:3]1[c:4]2[c:5]([c:6]([C:8]([CH2:9][CH2:10][c:11]3[cH:12][c:13]([CH3:22])[c:14]([O:18][CH2:19][CH2:20][O:21][S:39](=[O:40])(=[O:41])[CH3:44])[c:15]([CH3:17])[cH:16]3)=[O:23])[s:7]1)[CH2:24][CH2:25][C:26]([CH3:28])([CH3:29])[CH2:27]2. The reactants are O(C1=CC=CC=C1)C1=CC=C(C(=O)Cl)C=C1 (4-phenoxybenzoyl chloride), NC(C#N)(CN1N=C2C(N=CC(=C2)Br)=C1)C (2-amino-3-(6-bromo-2H-pyrazolo[4,3-b]pyridin-2-yl)-2-methylpropionitrile), TEA. Run in C1CCOC1 (THF), C1CCOC1 (THF). Yields the product BrC1=CC=2C(N=C1)=CN(N2)CC(C)(C#N)NC(C2=CC=C(C=C2)OC2=CC=CC=C2)=O (N-[2-(6-Bromo-2H-pyrazolo[4,3-b]pyridin-2-yl)-1-cyano-1-methylethyl]-4-phenoxybenzamide), residue. As a reaction SMILES: [O:1]([C:8]1[CH:16]=[CH:15][C:11]([C:12](Cl)=[O:13])=[CH:10][CH:9]=1)[C:2]1[CH:7]=[CH:6][CH:5]=[CH:4][CH:3]=1.[NH2:17][C:18]([CH3:32])([CH2:21][N:22]1[CH:31]=[C:25]2[N:26]=[CH:27][C:28]([Br:30])=[CH:29][C:24]2=[N:23]1)[C:19]#[N:20]>C1COCC1>[Br:30][C:28]1[CH:27]=[N:26][C:25]2=[CH:31][N:22]([CH2:21][C:18]([NH:17][C:12](=[O:13])[C:11]3[CH:15]=[CH:16][C:8]([O:1][C:2]4[CH:7]=[CH:6][CH:5]=[CH:4][CH:3]=4)=[CH:9][CH:10]=3)([C:19]#[N:20])[CH3:32])[N:23]=[C:24]2[CH:29]=1. Reported procedure: Using a procedure similar to that described in Example 60, except using a solution of 4-phenoxybenzoyl chloride (0.16 mmole) in THF and a solution of 2-amino-3-(6-bromo-2H-pyrazolo[4,3-b]pyridin-2-yl)-2-methylpropionitrile (0.075 mmole, described in Example 182) in THF mixed with TEA (3% v./v.), the title compound was isolated as solid residue (6.7 mg). It was dissolved in DMSO for further biological evaluation and analyzed by LCMS. MS (ES): M/Z [M+H]=476, RT=0.63 min.